This data is from the Open Reaction Database (ORD), a public repository of structured organic reaction records. The task is: describe an organic reaction: reactants, conditions, products, and yield Starting materials: C(C1=CC=CC=C1)O[C@@H]1[C@]2(CO[C@]([C@@H]([C@H]1OCC1=CC=CC=C1)OCC1=CC=CC=C1)(O2)C2=CC(=C(C=C2)Cl)CC2=CC=C(C=C2)OCC)C(C#C[Si](C)(C)C)O (1-[(1S,2S,3S,4R,5S)-2,3,4-tribenzyloxy-5-[4-chloro-3 [(4-ethoxyphenyl)methyl]phenyl]-6,8-dioxabicyclo[3.2.1]octan-1-yl]-3-trimethylsilyl-prop-2-yn-1-ol), B(Cl)(Cl)Cl (boron trichloride). Run in ClCCl (dichloromethane). Run at temperature -78 celsius, time 2 hour. The product is ClC1=C(C=C(C=C1)[C@]12[C@@H]([C@H]([C@@H]([C@@](CO1)(O2)C(C#C[Si](C)(C)C)O)O)O)O)CC2=CC=C(C=C2)OCC ((1S,2S,3S,4R,5S)-5-[4-chloro-3 [(4-ethoxyphenyl)methyl]phenyl]-1-(1-hydroxy-3-trimethysilyl-prop-2-ynyl)-6,8-dioxabicyclo[3.2.1]octane-2,3,4-triol). Isolated yield 99.6%. RXN SMILES: C([O:8][C@H:9]1[C@H:15]([O:16]CC2C=CC=CC=2)[C@@H:14]([O:24]CC2C=CC=CC=2)[C@:13]2([C:33]3[CH:38]=[CH:37][C:36]([Cl:39])=[C:35]([CH2:40][C:41]4[CH:46]=[CH:45][C:44]([O:47][CH2:48][CH3:49])=[CH:43][CH:42]=4)[CH:34]=3)[O:32][C@:10]1([CH:50]([OH:57])[C:51]#[C:52][Si:53]([CH3:56])([CH3:55])[CH3:54])[CH2:11][O:12]2)C1C=CC=CC=1.B(Cl)(Cl)Cl>ClCCl>[Cl:39][C:36]1[CH:37]=[CH:38][C:33]([C@@:13]23[O:32][C@:10]([CH:50]([OH:57])[C:51]#[C:52][Si:53]([CH3:56])([CH3:54])[CH3:55])([CH2:11][O:12]2)[C@@H:9]([OH:8])[C@H:15]([OH:16])[C@H:14]3[OH:24])=[CH:34][C:35]=1[CH2:40][C:41]1[CH:42]=[CH:43][C:44]([O:47][CH2:48][CH3:49])=[CH:45][CH:46]=1. Reported procedure: To a solution of 1-[(1S,2S,3S,4R,5S)-2,3,4-tribenzyloxy-5-[4-chloro-3[(4-ethoxyphenyl)methyl]phenyl]-6,8-dioxabicyclo[3.2.1]octan-1-yl]-3-trimethylsilyl-prop-2-yn-1-ol 4a (0.65 g, 0.81 mmol) in dichloromethane (30 mL) was added dropwise boron trichloride (8.89 mL, 8.89 mmol, 1 M in dichloromethane) at −78° C. The mixture was stirred at −78° C. for 2 hours. After the addition, the reaction mixture was quenched with 5 mL of water and adjusted to pH 6-7 with saturated aqueous sodium hydrogen carbon... Reactants: O (water), C(C)(C)(C)OC(NC1CCNCC1)=O (piperidin-4-yl-carbamic acid tert-butyl ester), C(C)(C)N(CC)C(C)C (diisopropylethylamine), CS(=O)(=O)Cl (methanesulfonyl chloride). Run in O1CCCC1 (tetrahydrofuran). Conditions: time 1 hour. Yields the product C(C)(C)(C)OC(NC1CCN(CC1)S(=O)(=O)C)=O ((1-methanesulfonyl-piperidin4-yl)-carbamic acid tert-butyl ester). As a reaction SMILES: [C:1]([O:5][C:6](=[O:14])[NH:7][CH:8]1[CH2:13][CH2:12][NH:11][CH2:10][CH2:9]1)([CH3:4])([CH3:3])[CH3:2].C(N(C(C)C)CC)(C)C.[CH3:24][S:25](Cl)(=[O:27])=[O:26].O>O1CCCC1>[C:1]([O:5][C:6](=[O:14])[NH:7][CH:8]1[CH2:13][CH2:12][N:11]([S:25]([CH3:24])(=[O:27])=[O:26])[CH2:10][CH2:9]1)([CH3:4])([CH3:2])[CH3:3]. Reported procedure: A solution of piperidin-4-yl-carbamic acid tert-butyl ester (1.0 g, 5.0 mmol, Astratech, Inc.) and diisopropylethylamine (4 mL) in tetrahydrofuran (40 mL) was stirred at +5° C. To this was added methanesulfonyl chloride (1.0 g, 8.8 mmol) in a bolus. The reaction was brought to room temperature for 1 hour, poured into water and extracted into methylene chloride (2×50 mL). The combined organic extracts were washed with 5% aqueous sodium bicarbonate. The organic solution was dried (Na2SO4) and solv... The reactants are Cc1nn(CCCN2CC3CC3(c3ccc(C(F)(F)F)cc3)C2)c(=O)n(C(=O)c2ccccc2)c1=O, CO, N. Yields the product Cc1nn(CCCN2CC3CC3(c3ccc(C(F)(F)F)cc3)C2)c(=O)[nH]c1=O. RXN SMILES: [CH3:1][c:2]1[c:3](=[O:36])[n:4]([C:28]([c:29]2[cH:30][cH:31][cH:32][cH:33][cH:34]2)=[O:35])[c:5](=[O:27])[n:6]([CH2:8][CH2:9][CH2:10][N:11]2[CH2:12][C:13]3([c:17]4[cH:18][cH:19][c:20]([C:23]([F:24])([F:25])[F:26])[cH:21][cH:22]4)[CH2:14][CH:15]3[CH2:16]2)[n:7]1.[CH3:37][OH:38].[NH3:39]>>[CH3:1][c:2]1[c:3](=[O:36])[nH:4][c:5](=[O:27])[n:6]([CH2:8][CH2:9][CH2:10][N:11]2[CH2:12][C:13]3([c:17]4[cH:18][cH:19][c:20]([C:23]([F:24])([F:25])[F:26])[cH:21][cH:22]4)[CH2:14][CH:15]3[CH2:16]2)[n:7]1. The reactants are CCOC(=O)c1cn(C2CC2)c2c(OC(F)F)c(Br)ccc2c1=O, CC1c2ccc(B3OCCNCCO3)cc2CN1C(c1ccccc1)(c1ccccc1)c1ccccc1, CCO, CC(=O)O, COCCOCCOC, [Na+], [Na+], O=C([O-])[O-], O. Yields the product CCOC(=O)c1cn(C2CC2)c2c(OC(F)F)c(-c3ccc4c(c3)CN(C(c3ccccc3)(c3ccccc3)c3ccccc3)C4C)ccc2c1=O. As a reaction SMILES: [Br:39][c:40]1[cH:41][cH:42][c:43]2[c:44](=[O:62])[c:45]([C:57](=[O:58])[O:59][CH2:60][CH3:61])[cH:46][n:47]([CH:54]3[CH2:55][CH2:56]3)[c:48]2[c:49]1[O:50][CH:51]([F:52])[F:53].[CH3:2][CH:3]1[N:4]([C:20]([c:21]2[cH:22][cH:23][cH:24][cH:25][cH:26]2)([c:27]2[cH:28][cH:29][cH:30][cH:31][cH:32]2)[c:33]2[cH:34][cH:35][cH:36][cH:37][cH:38]2)[CH2:5][c:6]2[cH:7][c:8]([B:12]3[O:13][CH2:14][CH2:15][NH:16][CH2:17][CH2:18][O:19]3)[cH:9][cH:10][c:11]21.[CH3:69][CH2:70][OH:71].[CH3:72][C:73](=[O:74])[OH:75].[CH3:76][O:77][CH2:78][CH2:79][O:80][CH2:81][CH2:82][O:83][CH3:84].[Na+:63].[Na+:64].[O-:65][C:66](=[O:67])[O-:68].[OH2:1]>>[CH3:2][CH:3]1[N:4]([C:20]([c:21]2[cH:22][cH:23][cH:24][cH:25][cH:26]2)([c:27]2[cH:28][cH:29][cH:30][cH:31][cH:32]2)[c:33]2[cH:34][cH:35][cH:36][cH:37][cH:38]2)[CH2:5][c:6]2[cH:7][c:8](-[c:40]3[cH:41][cH:42][c:43]4[c:44](=[O:62])[c:45]([C:57](=[O:58])[O:59][CH2:60][CH3:61])[cH:46][n:47]([CH:54]5[CH2:55][CH2:56]5)[c:48]4[c:49]3[O:50][CH:51]([F:52])[F:53])[cH:9][cH:10][c:11]21. Reactants: C(C)(=O)OCCOC1=C(C=C2C=CC(=NC2=C1)C1=NN=C2N1C=C(C=C2)[C@H](C(F)(F)F)N2C[C@H](CC2)NC(=O)OC(C)(C)C)F (2-(2-(6-((R)-1-((S)-3-(tert-butoxycarbonylamino)pyrrolidin-1-yl)-2,2,2-trifluoroethyl)-[1,2,4]triazolo[4,3-a]pyridin-3-yl)-6-fluoroquinolin-7-yloxy)ethyl acetate). Solvent: C(=O)(C(F)(F)F)O (TFA). The product is C(C)(=O)OCCOC1=C(C=C2C=CC(=NC2=C1)C1=NN=C2N1C=C(C=C2)[C@H](C(F)(F)F)N2C[C@H](CC2)N)F (2-(2-(6-((R)-1-((S)-3-aminopyrrolidin-1-yl)-2,2,2-trifluoroethyl)-[1,2,4]triazolo[4,3-a]pyridin-3-yl)-6-fluoro quinolin-7-yloxy)ethyl acetate). Yield: 80.5%. As a reaction SMILES: [C:1]([O:4][CH2:5][CH2:6][O:7][C:8]1[CH:17]=[C:16]2[C:11]([CH:12]=[CH:13][C:14]([C:18]3[N:22]4[CH:23]=[C:24]([C@@H:27]([N:32]5[CH2:36][CH2:35][C@H:34]([NH:37]C(OC(C)(C)C)=O)[CH2:33]5)[C:28]([F:31])([F:30])[F:29])[CH:25]=[CH:26][C:21]4=[N:20][N:19]=3)=[N:15]2)=[CH:10][C:9]=1[F:45])(=[O:3])[CH3:2]>C(O)(C(F)(F)F)=O>[C:1]([O:4][CH2:5][CH2:6][O:7][C:8]1[CH:17]=[C:16]2[C:11]([CH:12]=[CH:13][C:14]([C:18]3[N:22]4[CH:23]=[C:24]([C@@H:27]([N:32]5[CH2:36][CH2:35][C@H:34]([NH2:37])[CH2:33]5)[C:28]([F:29])([F:31])[F:30])[CH:25]=[CH:26][C:21]4=[N:20][N:19]=3)=[N:15]2)=[CH:10][C:9]=1[F:45])(=[O:3])[CH3:2]. Procedure details: 2-(2-(6-((R)-1-((S)-3-(tert-butoxycarbonylamino)pyrrolidin-1-yl)-2,2,2-trifluoroethyl)-[1,2,4]triazolo[4,3-a]pyridin-3-yl)-6-fluoroquinolin-7-yloxy)ethyl acetate (40 mg, 0.063 mmol) was stirred in TFA (3 mL) for 1 hour and then concentrated. The residue was dissolved in minimum methanol and added dropwise to a 4N HCl in ether solution. The resulting solid was filtered and dried to yield 2-(2-(6-((R)-1-((S)-3-aminopyrrolidin-1-yl)-2,2,2-trifluoroethyl)-[1,2,4]triazolo[4,3-a]pyridin-3-yl)-6-fluoro...